Task: describe an organic reaction: reactants, conditions, products, and yield. Dataset: the Open Reaction Database (ORD), a public repository of structured organic reaction records The reactants are C(CCCCC)C1(C2C=CC(C1)C2)C=O (2-hexylbicyclo[2.2.1]hept-5-ene-2-carbaldehyde), [Cl-].[Al+3].[Cl-].[Cl-] (Aluminum chloride), S(O)(O)(=O)=O (sulfuric acid). The solvent is C1(=CC=CC=C1)C (toluene). Run at temperature -30 celsius, time 3.5 hour. Product: C(CCCCC)C1C(C2C=CC(C1)C2)=O (3-hexylbicyclo[3.2.1]oct-6-en-2-one). Yield: 71.8%. Reaction SMILES: [CH2:1]([C:7]1([CH:14]=[O:15])[CH2:12][CH:11]2[CH2:13][CH:8]1[CH:9]=[CH:10]2)[CH2:2][CH2:3][CH2:4][CH2:5][CH3:6].[Cl-].[Al+3].[Cl-].[Cl-].S(=O)(=O)(O)O>C1(C)C=CC=CC=1>[CH2:1]([CH:7]1[CH2:12][CH:11]2[CH2:10][CH:9]([CH:8]=[CH:13]2)[C:14]1=[O:15])[CH2:2][CH2:3][CH2:4][CH2:5][CH3:6] |f:1.2.3.4|. Reported procedure: Compound XII (236 g, 1.1 mol) was loaded into a three liter flask and dissolved in one liter of toluene. This mixture was then cooled to −30° C. Aluminum chloride (77 g, 0.56 mol) was then added in one portion. The reaction mixture exothermed moderately and changed color to light orange. The temperature was allowed to rise to −15° C., then held for 3.5 hours. After this time the reaction was complete as shown by GC measurements. The reaction mixture was then poured onto ice and 25% sulfuric acid... Reactants: CN1CC[C@]23[C@@H]4C(=O)CC[C@]2([C@H]1CC5=C3C(=C(C=C5)O)O4)OC (14-O-methyloxymorphone), CI (methyl iodide), CI (methyl iodide). Run in C(C)#N (acetonitrile). Reaction conditions: time 24 hour. The product is [I-].O1C2=C(C=CC=3C[C@@H]4[C@@]5(CCC([C@H]1[C@@]5(C23)CC[N+]4(C)C)=O)OC)O (4,5α-epoxy-3-hydroxy-14β-methoxy-17,17-dimethyl-6-oxomorphinanium-iodide). RXN SMILES: [CH3:1][N:2]1[C@@H:12]2[CH2:13][C:14]3[CH:19]=[CH:18][C:17]([OH:20])=[C:16]4[O:21][C@H:6]5[C:7]([CH2:9][CH2:10][C@:11]2([O:22][CH3:23])[C@:5]5([C:15]=34)[CH2:4][CH2:3]1)=[O:8].[CH3:24][I:25]>C(#N)C>[I-:25].[O:21]1[C@@H:6]2[C@@:5]34[CH2:4][CH2:3][N+:2]([CH3:24])([CH3:1])[C@@H:12]([C@:11]3([O:22][CH3:23])[CH2:10][CH2:9][C:7]2=[O:8])[CH2:13][C:14]2=[C:15]4[C:16]1=[C:17]([OH:20])[CH:18]=[CH:19]2 |f:3.4|. Procedure details: A solution of 14-O-methyloxymorphone (Schmidhammer et al., J. Med. Chem. 1984, 27, pp. 1575-1579) (200 mg, 0.63 mmol) and methyl iodide (0.32 ml, 5.07 mmol) in acetonitrile (10 ml) was stirred for 21 hours under N2 at 50° C. (bath temperature). Then methyl iodide (0.2 ml, 3.17 mmol) was again added, stirred further for 24 h under the same conditions and evaporated down. The evaporation residue (324 mg of brown foamy resin) was crystallised out of MeOH (0.5 ml) and purified by recrystallisation o... Yields the product COCOc1cc(Br)c(OCOC)c(C=O)c1. Starting materials: COCOc1cc(Br)c(OCOC)c(Br)c1, C1CCOC1, [Li]c1ccccc1, CN(C)C=O, O. Reaction SMILES: [Br:8][c:9]1[c:10]([O:20][CH2:21][O:22][CH3:23])[c:11]([Br:19])[cH:12][c:13]([O:15][CH2:16][O:17][CH3:18])[cH:14]1.[CH2:30]1[O:31][CH2:32][CH2:33][CH2:34]1.[Li:1][c:2]1[cH:3][cH:4][cH:5][cH:6][cH:7]1.[O:24]=[CH:25][N:26]([CH3:27])[CH3:28].[OH2:29]>>[c:9]1([CH:25]=[O:24])[c:10]([O:20][CH2:21][O:22][CH3:23])[c:11]([Br:19])[cH:12][c:13]([O:15][CH2:16][O:17][CH3:18])[cH:14]1. Reactants: CC1(COC(OC1)C(C)[C@H]1CC[C@H]2C3=CC=C4C[C@H](C[C@@H]([C@]4(C)[C@H]3CC[C@]12C)OC(NC1=CC=CC=C1)=O)OC(NC)=O)C (20-(5,5-dimethyl-1,3-dioxan-2-yl)-1α-(N-phenylcarbamoyl)oxy-3β-(N-methylcarbamoyl)oxypregna-5,7-diene), Cl (hydrochloric acid). The solvent is C(C)O (ethanol). Reaction conditions: temperature 40 celsius, time 3 hour. Yields the product CNC(=O)O[C@@H]1CC2=CC=C3[C@@H]4CC[C@H](C(C)C=O)[C@]4(CC[C@@H]3[C@]2([C@H](C1)OC(NC1=CC=CC=C1)=O)C)C (3β-(N-methylcarbamoyl)oxy-1α-(N-phenylcarbamoyl)oxypregna-5,7-diene-20-carbaldehyde). The yield is 57.7%. Reaction SMILES: CC1(C)CO[CH:5]([CH:8]([C@@H:10]2[C@:27]3([CH3:28])[C@H:13]([C:14]4[C@H:24]([CH2:25][CH2:26]3)[C@:22]3([CH3:23])[C:17]([CH2:18][C@@H:19]([O:39][C:40](=[O:43])[NH:41][CH3:42])[CH2:20][C@@H:21]3[O:29][C:30](=[O:38])[NH:31][C:32]3[CH:37]=[CH:36][CH:35]=[CH:34][CH:33]=3)=[CH:16][CH:15]=4)[CH2:12][CH2:11]2)[CH3:9])[O:4]C1.Cl>C(O)C>[CH3:42][NH:41][C:40]([O:39][C@H:19]1[CH2:20][C@H:21]([O:29][C:30](=[O:38])[NH:31][C:32]2[CH:37]=[CH:36][CH:35]=[CH:34][CH:33]=2)[C@@:22]2([CH3:23])[C:17](=[CH:16][CH:15]=[C:14]3[C@@H:24]2[CH2:25][CH2:26][C@@:27]2([CH3:28])[C@H:13]3[CH2:12][CH2:11][C@@H:10]2[CH:8]([CH:5]=[O:4])[CH3:9])[CH2:18]1)=[O:43]. Reported procedure: In 5 ml of ethanol was dissolved 105 mg of 20-(5,5-dimethyl-1,3-dioxan-2-yl)-1α-(N-phenylcarbamoyl)oxy-3β-(N-methylcarbamoyl)oxypregna-5,7-diene, followed by addition of 1 ml of 3N-hydrochloric acid, and the mixture was stirred in an atmosphere of argon gas at 40° C. for 3 hours. The reaction mixture was then worked up in the same manner as Example 156 to give 52 mg of 3β-(N-methylcarbamoyl)oxy-1α-(N-phenylcarbamoyl)oxypregna-5,7-diene-20-carbaldehyde showing the following physical properties. The reactants are CCOC(=O)CBr, Nc1ccc(Br)c(Cl)c1, CCO, [Na+], [Na+], O=C([O-])[O-]. Product: CCOC(=O)CNc1ccc(Br)c(Cl)c1. RXN SMILES: [Br:16][CH2:17][C:18](=[O:19])[O:20][CH2:21][CH3:22].[Br:1][c:2]1[c:3]([Cl:9])[cH:4][c:5]([NH2:6])[cH:7][cH:8]1.[CH3:23][CH2:24][OH:25].[Na+:10].[Na+:11].[O-:12][C:13](=[O:14])[O-:15]>>[Br:1][c:2]1[c:3]([Cl:9])[cH:4][c:5]([NH:6][CH2:17][C:18](=[O:19])[O:20][CH2:21][CH3:22])[cH:7][cH:8]1.